The task is: describe an organic reaction: reactants, conditions, products, and yield. This data is from the Open Reaction Database (ORD), a public repository of structured organic reaction records. Reactants: COCC1=C(C=CC(=C1)C(=O)O)C1=C(C=CC=C1)C (2-(methoxymethyl)-2′-methyl biphenyl-4-carboxylic acid), NC(C1=CC(=C(OCC(=O)OC(C)(C)C)C=C1)F)=NO (Tert-butyl {4-[amino(hydroxyimino)methyl]-2-fluorophenoxy}acetate). Yields the product FC1=C(OCC(=O)OC(C)(C)C)C=CC(=C1)C1=NOC(=N1)C1=CC(=C(C=C1)C1=C(C=CC=C1)C)COC (tert-butyl (2-fluoro-4-{5-[2-(methoxymethyl)-2′-methylbiphenyl-4-yl]-1,2,4-oxadiazol-3-yl}phenoxy)acetate). Reaction SMILES: [CH3:1][O:2][CH2:3][C:4]1[CH:9]=[C:8]([C:10]([OH:12])=O)[CH:7]=[CH:6][C:5]=1[C:13]1[CH:18]=[CH:17][CH:16]=[CH:15][C:14]=1[CH3:19].[NH2:20][C:21](=[N:38]O)[C:22]1[CH:36]=[CH:35][C:25]([O:26][CH2:27][C:28]([O:30][C:31]([CH3:34])([CH3:33])[CH3:32])=[O:29])=[C:24]([F:37])[CH:23]=1>>[F:37][C:24]1[CH:23]=[C:22]([C:21]2[N:20]=[C:10]([C:8]3[CH:7]=[CH:6][C:5]([C:13]4[CH:18]=[CH:17][CH:16]=[CH:15][C:14]=4[CH3:19])=[C:4]([CH2:3][O:2][CH3:1])[CH:9]=3)[O:12][N:38]=2)[CH:36]=[CH:35][C:25]=1[O:26][CH2:27][C:28]([O:30][C:31]([CH3:34])([CH3:33])[CH3:32])=[O:29]. Procedure: The title compound was prepared following procedure described for example 4, step 1, but starting from Intermediate 28 (1 281.50 mg; 5 mmol) and Intermediate 49 (1 421.44 mg; 5 mmol). The reaction mixture was filtered through a SPE NH2 column (10 g) and rinsed with ACN. The filtrate was passed through a SPE SCX column (10 g) and rinsed with ACN. After evaporation of the solvents, the crude product was purified by flash chromatography (c-hex/(DCM/EtOAc 1:1) gradient from 1:0 to 1:1), affording th... Reactants: C(C)(=O)OCC.CO (ethyl acetate methanol), C(C(=O)C)P1(O[C@@H](C[C@H](O1)C)C)=O (2-acetonyl-(4R,6R)-4,6-dimethyl-1,3,2-dioxaphosphorinane-2-oxide), [N+](=O)([O-])C=1C=C(C=O)C=CC1 (m-nitrobenzaldehyde), N1CCCCC1 (piperidine). The solvent is C1=CC=CC=C1 (benzene). Product: C(C)(=O)C(=CC1=CC(=CC=C1)[N+](=O)[O-])P1(O[C@@H](C[C@H](O1)C)C)=O (2-(1-acetyl-2-(3-nitrophenyl)ethenyl)-(4R,6R)-4,6-dimethyl-1,3,2-dioxaphosphorinane-2-oxide). Yield: 33.0%. RXN SMILES: [CH2:1]([P:5]1(=[O:13])[O:10][C@H:9]([CH3:11])[CH2:8][C@@H:7]([CH3:12])[O:6]1)[C:2]([CH3:4])=[O:3].[N+:14]([C:17]1[CH:18]=[C:19]([CH:22]=[CH:23][CH:24]=1)[CH:20]=O)([O-:16])=[O:15].N1CCCCC1.C(OCC)(=O)C.CO>C1C=CC=CC=1>[C:2]([C:1]([P:5]1(=[O:13])[O:6][C@H:7]([CH3:12])[CH2:8][C@@H:9]([CH3:11])[O:10]1)=[CH:20][C:19]1[CH:22]=[CH:23][CH:24]=[C:17]([N+:14]([O-:16])=[O:15])[CH:18]=1)(=[O:3])[CH3:4] |f:3.4|. Procedure details: 3.38 g of 2-acetonyl-(4R,6R)-4,6-dimethyl-1,3,2-dioxaphosphorinane-2-oxide and 2.4 g of m-nitrobenzaldehyde were dissolved in 15 ml of benzene, and 0.5 ml of piperidine was added thereto. The mixture was refluxed for 5 hours. The reaction solution was subjected to silica gel chromatography (developer solution: ethyl acetate/methanol=9/1 (v/v), Rf value: 0.4) to obtain 1.78 g of desired 2-(1-acetyl-2-(3-nitrophenyl)ethenyl)-(4R,6R)-4,6-dimethyl-1,3,2-dioxaphosphorinane-2-oxide as a yellow viscous... Reactants: [OH-].[K+] (Potassium hydroxide), FC1=C(C=CC(=C1)C(C(=O)OC)C)C1=C(C=C(C=C1)F)F (methyl 2-(2,2',4'-trifluoro-4-biphenylyl)propionate), Cl.NO (hydroxylamine hydrochloride). Run in CO (methanol), CO (methanol), O (water). Run at time 8 hour. Product: FC1=C(C=CC(=C1)C(C(=O)NO)C)C1=C(C=C(C=C1)F)F (2-(2,2',4'-trifluoro-4-biphenylyl) propionhydroxamic acid). Reaction SMILES: [OH-:1].[K+].[F:3][C:4]1[CH:9]=[C:8]([CH:10]([CH3:15])[C:11](OC)=[O:12])[CH:7]=[CH:6][C:5]=1[C:16]1[CH:21]=[CH:20][C:19]([F:22])=[CH:18][C:17]=1[F:23].Cl.[NH2:25]O>CO.O>[F:3][C:4]1[CH:9]=[C:8]([CH:10]([CH3:15])[C:11]([NH:25][OH:1])=[O:12])[CH:7]=[CH:6][C:5]=1[C:16]1[CH:21]=[CH:20][C:19]([F:22])=[CH:18][C:17]=1[F:23] |f:0.1,3.4|. Reported procedure: Potassium hydroxide (1.0 g.) in methanol (20 ml.) was added dropwise to a solution of methyl 2-(2,2',4'-trifluoro-4-biphenylyl)propionate (0.42 g.) and hydroxylamine hydrochloride (0.5 g.) in methanol (10 ml.) until the solution was just alkaline to limits. After standing overnight at room temperature the filtrate from inorganic salts was evaported to small bulk, diluted with water, washed with ether, acidified with dilute hydrochloric acid, re-extracted with ether, washed with ether, dried and ... Starting materials: FC(C=1C=C(C(=O)N2C(CC(CC2)=O)CC2=CC(=CC(=C2)C(F)(F)F)F)C=C(C1)C(F)(F)F)(F)F ((±)-1-[3,5-bis(trifluoromethyl)benzoyl]-2-[[3-fluoro-5-(trifluoromethyl) phenyl]methyl]-4-piperidinone), CC1=C(C(=CC=C1)C)NC(CN1CCNCC1)=O (N-(2,6-dimethylphenyl)-1-piperazine-acetamide), S1C=CC=C1 (thiophene). Reagents/catalysts: CC([O-])C.[Ti+4].CC([O-])C.CC([O-])C.CC([O-])C (titanium(IV)isopropoxide), [Pt] (platinum on activated carbon). Run in CC(C)O (2-propanol). Yields the product FC(C=1C=C(C(=O)N2[C@H](C[C@H](CC2)N2CCN(CC2)CC(=O)NC2=C(C=CC=C2C)C)CC2=CC(=CC(=C2)C(F)(F)F)F)C=C(C1)C(F)(F)F)(F)F ((±)-cis-4-[1-[3,5-bis (trifluoromethyl)benzoyl]-2-[[3fluoro-5-(trifluoromethyl) phenyl]methyl]-4-piperidinyl]-N—(2,6-dimethylphenyl)-1-piperazineacetamide), FC(C=1C=C(C(=O)N2[C@H](C[C@@H](CC2)N2CCN(CC2)CC(=O)NC2=C(C=CC=C2C)C)CC2=CC(=CC(=C2)C(F)(F)F)F)C=C(C1)C(F)(F)F)(F)F ((±)-trans-4-[1-[3,5-bis(trifluoromethyl)benzoyl]-2-[[3-fluoro-5-(trifluoro-methyl) phenyl]methyl]-4-piperidinyl]-N—(2,6-dimethylphenyl)-1-piperazineacetamide). Isolated yield 12.0%. Reaction SMILES: [F:1][C:2]([F:35])([F:34])[C:3]1[CH:4]=[C:5]([CH:27]=[C:28]([C:30]([F:33])([F:32])[F:31])[CH:29]=1)[C:6]([N:8]1[CH2:13][CH2:12][C:11](=O)[CH2:10][CH:9]1[CH2:15][C:16]1[CH:21]=[C:20]([C:22]([F:25])([F:24])[F:23])[CH:19]=[C:18]([F:26])[CH:17]=1)=[O:7].[CH3:36][C:37]1[CH:42]=[CH:41][CH:40]=[C:39]([CH3:43])[C:38]=1[NH:44][C:45](=[O:53])[CH2:46][N:47]1[CH2:52][CH2:51][NH:50][CH2:49][CH2:48]1.S1C=CC=C1>CC(O)C.[Pt].CC(C)[O-].[Ti+4].CC(C)[O-].CC(C)[O-].CC(C)[O-]>[F:32][C:30]([F:31])([F:33])[C:28]1[CH:27]=[C:5]([CH:4]=[C:3]([C:2]([F:35])([F:1])[F:34])[CH:29]=1)[C:6]([N:8]1[CH2:13][CH2:12][C@H:11]([N:50]2[CH2:51][CH2:52][N:47]([CH2:46][C:45]([NH:44][C:38]3[C:39]([CH3:43])=[CH:40][CH:41]=[CH:42][C:37]=3[CH3:36])=[O:53])[CH2:48][CH2:49]2)[CH2:10][C@@H:9]1[CH2:15][C:16]1[CH:21]=[C:20]([C:22]([F:24])([F:23])[F:25])[CH:19]=[C:18]([F:26])[CH:17]=1)=[O:7].[F:32][C:30]([F:31])([F:33])[C:28]1[CH:27]=[C:5]([CH:4]=[C:3]([C:2]([F:35])([F:1])[F:34])[CH:29]=1)[C:6]([N:8]1[CH2:13][CH2:12][C@@H:11]([N:50]2[CH2:51][CH2:52][N:47]([CH2:46][C:45]([NH:44][C:38]3[C:39]([CH3:43])=[CH:40][CH:41]=[CH:42][C:37]=3[CH3:36])=[O:53])[CH2:48][CH2:49]2)[CH2:10][C@@H:9]1[CH2:15][C:16]1[CH:21]=[C:20]([C:22]([F:24])([F:23])[F:25])[CH:19]=[C:18]([F:26])[CH:17]=1)=[O:7] |f:5.6.7.8.9|. Reported procedure: A mixture of (±)-1-[3,5-bis(trifluoromethyl)benzoyl]-2-[[3-fluoro-5-(trifluoromethyl) phenyl]methyl]-4-piperidinone (0.01 mol) and N-(2,6-dimethylphenyl)-1-piperazine-acetamide (0.01 mol) in 2-propanol (150 ml) was hydrogenated at 50° C. with platinum on activated carbon (55), 2 g) as a catalyst in the presence of titanium(IV)isopropoxide (2.84 g) and thiophene solution (1 ml). After uptake of hydrogen, the catalyst was filtered off and the filtrate was evaporated. The residue was taken up in CH... Starting materials: ClC(=O)N1[C@H](CN(C[C@H]1C)C(=O)OC(C)(C)C)C (cis 1-chlorocarbonyl-2,6-dimethyl-4-tert-butoxycarbonylpiperazine), FC(OC1=CC=C(CO)C=C1)F (4-difluoromethoxybenzyl alcohol). Yields the product Cl.C[C@@H]1N([C@@H](CNC1)C)C(=O)OCC1=CC=C(C=C1)OC(F)F (4-Difluoromethoxybenzyl cis-2,6-dimethylpiperazine-1-carboxylate hydrochloride), product. Yield: 58.0%. Reaction SMILES: [Cl:1][C:2]([N:4]1[C@H:9]([CH3:10])[CH2:8][N:7](C(OC(C)(C)C)=O)[CH2:6][C@@H:5]1[CH3:18])=[O:3].[F:19][CH:20]([F:30])[O:21][C:22]1[CH:29]=[CH:28][C:25]([CH2:26][OH:27])=[CH:24][CH:23]=1>>[ClH:1].[CH3:18][C@H:5]1[CH2:6][NH:7][CH2:8][C@@H:9]([CH3:10])[N:4]1[C:2]([O:27][CH2:26][C:25]1[CH:24]=[CH:23][C:22]([O:21][CH:20]([F:30])[F:19])=[CH:29][CH:28]=1)=[O:3] |f:2.3|. Procedure details: 4-Difluoromethoxybenzyl cis-2,6-dimethylpiperazine-1-carboxylate hydrochloride was prepared from cis 1-chlorocarbonyl-2,6-dimethyl-4-tert-butoxycarbonylpiperazine and 4-difluoromethoxybenzyl alcohol according to the methods described for Examples 52 and 54 to give the product as a white solid (0.202 g, 58% overall); (Found: C, 51.4; H, 6.2; N, 8.0%. C15H20F2N2O3.HCl requires C, 51.4; H, 6.0; N, 8.0%); δH (400 MHz, DMSO-d6) 9.87 (2H, br), 7.44 (2H, d, J 8.8 Hz), 7.24 (1H, t, J 74 Hz), 7.19 (2H, d... Reactants: CCc1ccccc1Oc1ccccc1C(=O)C1CCCN(C(=O)OC(C)(C)C)C1, C1CCOC1, COCCCC[Mg+], [Cl-]. The product is CCc1ccccc1Oc1ccccc1C(O)(CCCCOC)C1CCCN(C(=O)OC(C)(C)C)C1. As a reaction SMILES: [CH2:1]([CH3:2])[c:3]1[c:4]([O:5][c:6]2[c:7]([C:8](=[O:9])[CH:10]3[CH2:11][N:12]([C:16](=[O:17])[O:18][C:19]([CH3:20])([CH3:21])[CH3:22])[CH2:13][CH2:14][CH2:15]3)[cH:23][cH:24][cH:25][cH:26]2)[cH:27][cH:28][cH:29][cH:30]1.[CH2:39]1[O:40][CH2:41][CH2:42][CH2:43]1.[CH3:32][O:33][CH2:34][CH2:35][CH2:36][CH2:37][Mg+:38].[Cl-:31]>>[CH2:1]([CH3:2])[c:3]1[c:4]([O:5][c:6]2[c:7]([C:8]([OH:9])([CH:10]3[CH2:11][N:12]([C:16](=[O:17])[O:18][C:19]([CH3:20])([CH3:21])[CH3:22])[CH2:13][CH2:14][CH2:15]3)[CH2:37][CH2:36][CH2:35][CH2:34][O:33][CH3:32])[cH:23][cH:24][cH:25][cH:26]2)[cH:27][cH:28][cH:29][cH:30]1. The reactants are Cl[SiH]1N(C=CN1C(CC(C)(C)C)(C)C)C(CC(C)(C)C)(C)C (2-chloro-1,3-bis(1,1,3,3-tetramethylbutyl)-1,3-diaza-2-silacyclopent-4-ene), [O-]C#N.[Na+] (sodium cyanate). Solvent: O1CCCC1 (tetrahydrofuran). Reaction conditions: time 18 hour. The product is N(=C=O)[SiH]1N(C=CN1C(CC(C)(C)C)(C)C)C(CC(C)(C)C)(C)C (2-isocyanato-1,3-bis(1,1,3,3-tetramethylbutyl)-1,3-diaza-2-silacyclopent-4-ene). Isolated yield 89.0%. As a reaction SMILES: Cl[SiH:2]1[N:6]([C:7]([CH3:14])([CH3:13])[CH2:8][C:9]([CH3:12])([CH3:11])[CH3:10])[CH:5]=[CH:4][N:3]1[C:15]([CH3:22])([CH3:21])[CH2:16][C:17]([CH3:20])([CH3:19])[CH3:18].[O-:23][C:24]#[N:25].[Na+]>O1CCCC1>[N:25]([SiH:2]1[N:6]([C:7]([CH3:14])([CH3:13])[CH2:8][C:9]([CH3:12])([CH3:11])[CH3:10])[CH:5]=[CH:4][N:3]1[C:15]([CH3:22])([CH3:21])[CH2:16][C:17]([CH3:20])([CH3:19])[CH3:18])=[C:24]=[O:23] |f:1.2|. Procedure details: In an argon atmosphere, 7.57 g (22.0 mmol) of Si(tOctNCHCHNtOct)(H)Cl was dissolved in 30 mL of tetrahydrofuran and after adding 2.14 g (purity: 96%, 31.6 mmol) of sodium cyanate, the mixture was stirred for 18 hours under heating and refluxing. Insoluble matters produced were separated by filtration, and the solvent was removed by distillation from the filtrate under atmospheric pressure. The obtained residue was distilled under reduced pressure (distillation temperature: 117° C./73 Pa) to obta... Reactants: CCBr, CCN1C(=O)C(C)(C)N=C(c2ccccc2Cl)c2cc([N+](=O)[O-])ccc21. Product: CC1(C)N=C(c2ccccc2Cl)c2cc([N+](=O)[O-])ccc2NC1=O. RXN SMILES: [CH2:1]([Br:2])[CH3:3].[Cl:4][c:5]1[c:6]([C:11]2=[N:12][C:13]([CH3:28])([CH3:29])[C:14](=[O:27])[N:15]([CH2:25][CH3:26])[c:16]3[c:17]2[cH:18][c:19]([N+:22](=[O:23])[O-:24])[cH:20][cH:21]3)[cH:7][cH:8][cH:9][cH:10]1>>[Cl:4][c:5]1[c:6]([C:11]2=[N:12][C:13]([CH3:28])([CH3:29])[C:14](=[O:27])[NH:15][c:16]3[c:17]2[cH:18][c:19]([N+:22](=[O:23])[O-:24])[cH:20][cH:21]3)[cH:7][cH:8][cH:9][cH:10]1. The reactants are ClC1=C(CN(CC(=O)C2=CC=CC=C2)C)C=CC(=C1)Cl (2-((2,4-dichlorobenzyl)(methyl)amino)-1-phenylethanone), [BH4-].[Na+] (NaBH4). The solvent is CO (methanol). Run at temperature 0 celsius, time 30 minute. Product: ClC1=C(CN(CC(O)C2=CC=CC=C2)C)C=CC(=C1)Cl (2-((2,4-dichlorobenzyl)(methyl)amino)-1-phenylethanol). Yield: 78.2%. As a reaction SMILES: [Cl:1][C:2]1[CH:19]=[C:18]([Cl:20])[CH:17]=[CH:16][C:3]=1[CH2:4][N:5]([CH3:15])[CH2:6][C:7]([C:9]1[CH:14]=[CH:13][CH:12]=[CH:11][CH:10]=1)=[O:8].[BH4-].[Na+]>CO>[Cl:1][C:2]1[CH:19]=[C:18]([Cl:20])[CH:17]=[CH:16][C:3]=1[CH2:4][N:5]([CH3:15])[CH2:6][CH:7]([C:9]1[CH:14]=[CH:13][CH:12]=[CH:11][CH:10]=1)[OH:8] |f:1.2|. Procedure: Into a 250 ml 3-necked roundbottom flask purged and maintained with an inert atmosphere of nitrogen, was placed a solution of 2-((2,4-dichlorobenzyl)(methyl)amino)-1-phenylethanone (4.3 g, 14.01 mmol, 1.00 equiv) in methanol (50 mL). This was followed by the addition of NaBH4 (1.5 g, 39.47 mmol, 2.82 equiv) in several batches at 0° C. The resulting solution was stirred for 30 min at 0° C. in a water/ice bath. The reaction was then quenched by the addition of 20 mL of acetone. The resulting mixtu... Starting materials: FC1(CN(C1)C(=O)[C@H]1[C@@H](C[C@H](C1)S(=O)(=O)C1=C(C=C(C=C1)F)C(F)(F)F)C(=O)O)F ((1R,2R,4S)-2-(3,3-Difluoro-azetidine-1-carbonyl)-4-(4-fluoro-2-trifluoromethyl-benzenesulfonyl)-cyclopentanecarboxylic acid), C1CC1(C#N)N.Cl (1-amino-cyclopropyl cyanic hydrochloride). As a reaction SMILES: [F:1][C:2]1([F:30])[CH2:5][N:4]([C:6]([C@@H:8]2[CH2:12][C@H:11]([S:13]([C:16]3[CH:21]=[CH:20][C:19]([F:22])=[CH:18][C:17]=3[C:23]([F:26])([F:25])[F:24])(=[O:15])=[O:14])[CH2:10][C@H:9]2[C:27]([OH:29])=O)=[O:7])[CH2:3]1.[CH2:31]1[C:33]([NH2:36])([C:34]#[N:35])[CH2:32]1.Cl>>[C:34]([C:33]1([NH:36][C:27]([C@@H:9]2[CH2:10][C@@H:11]([S:13]([C:16]3[CH:21]=[CH:20][C:19]([F:22])=[CH:18][C:17]=3[C:23]([F:24])([F:26])[F:25])(=[O:15])=[O:14])[CH2:12][C@H:8]2[C:6]([N:4]2[CH2:5][C:2]([F:30])([F:1])[CH2:3]2)=[O:7])=[O:29])[CH2:31][CH2:32]1)#[N:35] |f:1.2|. Yields the product C(#N)C1(CC1)NC(=O)[C@H]1[C@@H](C[C@@H](C1)S(=O)(=O)C1=C(C=C(C=C1)F)C(F)(F)F)C(=O)N1CC(C1)(F)F ((1R,2R,4R)-2-(3,3-Difluoro-azetidine-1-carbonyl)-4-(4-fluoro-2-trifluoromethyl-benzenesulfonyl)-cyclopentanecarboxylic acid (1-cyano-cyclopropyl)-amide). Procedure: The title compound was prepared in analogy to Example 117, step 7, using (1R,2R,4S)-2-(3,3-Difluoro-azetidine-1-carbonyl)-4-(4-fluoro-2-trifluoromethyl-benzenesulfonyl)-cyclopentanecarboxylic acid and 1-amino-cyclopropyl cyanic hydrochloride. White solid. MS (EI): 524.1 (M+H)+.